This data is from the Open Reaction Database (ORD), a public repository of structured organic reaction records. The task is: describe an organic reaction: reactants, conditions, products, and yield Starting materials: ClCC1=NC=CC(=N1)N (2-chloromethyl-pyrimidin-4-ylamine), C1(CCCCC1)NC(=O)C1CCNCC1 (piperidine-4-carboxylic acid cyclohexylamide). Product: C1(CCCCC1)NC(=O)C1CCN(CC1)CC1=NC=CC(=N1)N (1-(4-Amino-pyrimidin-2-ylmethyl)-piperidine-4-carboxylic acid cyclohexylamide). As a reaction SMILES: Cl[CH2:2][C:3]1[N:8]=[C:7]([NH2:9])[CH:6]=[CH:5][N:4]=1.[CH:10]1([NH:16][C:17]([CH:19]2[CH2:24][CH2:23][NH:22][CH2:21][CH2:20]2)=[O:18])[CH2:15][CH2:14][CH2:13][CH2:12][CH2:11]1>>[CH:10]1([NH:16][C:17]([CH:19]2[CH2:20][CH2:21][N:22]([CH2:2][C:3]3[N:8]=[C:7]([NH2:9])[CH:6]=[CH:5][N:4]=3)[CH2:23][CH2:24]2)=[O:18])[CH2:11][CH2:12][CH2:13][CH2:14][CH2:15]1. Reported procedure: The title compound is prepared according to the reactions described above starting from 2-chloromethyl-pyrimidin-4-ylamine and piperidine-4-carboxylic acid cyclohexylamide; LC-MS A: tR=0.47 min; [M+H]+=318.12. Starting materials: C(C)OC(=O)N=S(=O)(C)C1=CC=C(C=C1)NC1=NC=C(C(=N1)N[C@@H](CC(C)C)CO)C1=CSC=C1 ((RS)—N-(ethoxycarbonyl)-S-(4-{[4-{[(S)-1-(hydroxymethyl)-3-methylbutyl]amino}-5-(3-thienyl)pyrimidine-2-yl]amino}phenyl)-S-methyl-sulfoximide), CC[O-].[Na+] (sodium ethylate). Yields the product OC[C@H](CC(C)C)NC1=NC(=NC=C1C1=CSC=C1)NC1=CC=C(C=C1)S(=O)(=N)C ((RS)—S-(4-{[4-{[(S)-1-(hydroxymethyl)-3-methylbutyl]amino}-5-(3-thienyl)-pyrimidine-2-yl]amino}phenyl)-S-methylsulfoximide). The yield is 36.0%. Reaction SMILES: C(OC([N:6]=[S:7]([C:10]1[CH:15]=[CH:14][C:13]([NH:16][C:17]2[N:22]=[C:21]([NH:23][C@H:24]([CH2:29][OH:30])[CH2:25][CH:26]([CH3:28])[CH3:27])[C:20]([C:31]3[CH:35]=[CH:34][S:33][CH:32]=3)=[CH:19][N:18]=2)=[CH:12][CH:11]=1)([CH3:9])=[O:8])=O)C.CC[O-].[Na+]>>[OH:30][CH2:29][C@@H:24]([NH:23][C:21]1[C:20]([C:31]2[CH:35]=[CH:34][S:33][CH:32]=2)=[CH:19][N:18]=[C:17]([NH:16][C:13]2[CH:12]=[CH:11][C:10]([S:7]([CH3:9])(=[NH:6])=[O:8])=[CH:15][CH:14]=2)[N:22]=1)[CH2:25][CH:26]([CH3:28])[CH3:27] |f:1.2|. Reported procedure: In the reaction of (RS)—N-(ethoxycarbonyl)-S-(4-{[4-{[(S)-1-(hydroxymethyl)-3-methylbutyl]amino}-5-(3-thienyl)pyrimidine-2-yl]amino}phenyl)-S-methyl-sulfoximide (135 mg, 0.26 mmol) with sodium ethylate (70 mg, 1.0 mmol) according to procedure 14, the desired product is obtained in 36% yield (42 mg) after chromatographic purification (silica gel, dichloromethane/methanol (9/1)). Reactants: CN(C)CC(C)(C)c1ccc(C(F)(F)F)cc1[N+](=O)[O-], CCOC(C)=O, CO, [H][H]. The product is CN(C)CC(C)(C)c1ccc(C(F)(F)F)cc1N. RXN SMILES: [CH3:1][N:2]([CH2:3][C:4]([CH3:5])([c:6]1[c:7]([N+:16]([O-:17])=[O:18])[cH:8][c:9]([C:12]([F:13])([F:14])[F:15])[cH:10][cH:11]1)[CH3:19])[CH3:20].[CH3:21][CH2:22][O:23][C:24](=[O:25])[CH3:26].[CH3:29][OH:30].[H:27][H:28]>>[CH3:1][N:2]([CH2:3][C:4]([CH3:5])([c:6]1[c:7]([NH2:16])[cH:8][c:9]([C:12]([F:13])([F:14])[F:15])[cH:10][cH:11]1)[CH3:19])[CH3:20].